From a dataset of the Open Reaction Database (ORD), a public repository of structured organic reaction records. describe an organic reaction: reactants, conditions, products, and yield Starting materials: ClCCl, CCN=C=NCCCN(C)C, CN(C)c1ccncc1, CN(C)C=O, Nc1ccccc1Cl, Cl, Nc1nccnc1C(=O)O. The product is Nc1nccnc1C(=O)Nc1ccccc1Cl. Reaction SMILES: [CH2:11]([Cl:12])[Cl:13].[CH3:23][N:24]([CH3:25])[CH2:26][CH2:27][CH2:28][N:29]=[C:30]=[N:31][CH2:32][CH3:33].[CH3:34][N:35]([CH3:36])[c:37]1[cH:38][cH:39][n:40][cH:41][cH:42]1.[CH3:43][N:44]([CH3:45])[CH:46]=[O:47].[Cl:14][c:15]1[c:16]([NH2:17])[cH:18][cH:19][cH:20][cH:21]1.[ClH:22].[NH2:1][c:2]1[c:3]([C:8](=[O:9])[OH:10])[n:4][cH:5][cH:6][n:7]1>>[NH2:1][c:2]1[c:3]([C:8](=[O:10])[NH:17][c:16]2[c:15]([Cl:14])[cH:21][cH:20][cH:19][cH:18]2)[n:4][cH:5][cH:6][n:7]1. The reactants are C(=O)[C@]1(N(CCC1)C(=O)OCC1=CC=CC=C1)C (benzyl (2S)-2-formyl-2-methylpyrrolidine-1-carboxylate), C(C)(C)(C)OC(N[C@@H](C)C1=CC=C(C=C1)Br)=O (tert-butyl[(1S)-1-(4-bromophenyl)ethyl]carbamate), CN(CCN(C)C)C (N,N,N′,N′-tetramethylethylene diamine), C(CCC)[Li] (n-butyl lithium), [Cl-].[NH4+] (ammonium chloride). Solvent: O1CCCC1 (tetrahydrofuran), O1CCCC1 (tetrahydrofuran). Run at time 1 hour. Yields the product C(C)(C)(C)OC(=O)N[C@@H](C)C1=CC=C(C=C1)C([C@]1(N(CCC1)C(=O)OCC1=CC=CC=C1)C)O (benzyl (2S)-2-[(4-{(1S)-1-[(tert-butoxycarbonyl)amino]ethyl}phenyl)(hydroxy)methyl]-2-methylpyrrolidine-1-carboxylate). RXN SMILES: [C:1]([O:5][C:6](=[O:17])[NH:7][C@H:8]([C:10]1[CH:15]=[CH:14][C:13](Br)=[CH:12][CH:11]=1)[CH3:9])([CH3:4])([CH3:3])[CH3:2].CN(C)CCN(C)C.C([Li])CCC.[CH:31]([C@:33]1([CH3:48])[CH2:37][CH2:36][CH2:35][N:34]1[C:38]([O:40][CH2:41][C:42]1[CH:47]=[CH:46][CH:45]=[CH:44][CH:43]=1)=[O:39])=[O:32].[Cl-].[NH4+]>O1CCCC1>[C:1]([O:5][C:6]([NH:7][C@H:8]([C:10]1[CH:15]=[CH:14][C:13]([CH:31]([OH:32])[C@:33]2([CH3:48])[CH2:37][CH2:36][CH2:35][N:34]2[C:38]([O:40][CH2:41][C:42]2[CH:47]=[CH:46][CH:45]=[CH:44][CH:43]=2)=[O:39])=[CH:12][CH:11]=1)[CH3:9])=[O:17])([CH3:4])([CH3:3])[CH3:2] |f:4.5|. Procedure details: 423 mg of the compound [1-1] and 508 mg of N,N,N′,N′-tetramethylethylene diamine were dissolved in 22 mL of tetrahydrofuran, the temperature of the solution was kept at −78° C., and then 1.09 mL of n-butyl lithium (2.66 M hexane solution) was added thereto. After stirring at the same temperature for 1 hour to obtain the resultant white suspension, 2.2 mL of a tetrahydrofuran solution prepared by dissolving 384 mg of the compound [63-3] was added thereto, and the mixture was stirred at the same t... Reactants: C(C)(C)(C)OC(NC1=C(C=C(C(=C1)Cl)C(F)(F)F)NC(CC(=O)C1=CC(=CC=C1)C1=CC(=NC=C1)C(C)C)=O)=O ((5-chloro-2-{3-[3-(2-isopropyl-pyridin-4-yl)-phenyl]-3-oxo-propionylamino}-4-trifluoromethyl-phenyl)-carbamic acid tert-butyl ester), C(=O)(C(F)(F)F)O (TFA). Run in C(Cl)Cl (CH2Cl2). Yields the product ClC1=CC2=C(NC(CC(=N2)C2=CC(=CC=C2)C2=CC(=NC=C2)C(C)C)=O)C=C1C(F)(F)F (7-Chloro-4-[3-(2-isopropyl-pyridin-4-yl)-phenyl]-8-trifluoromethyl-1,3-dihydro benzo[b][1,4]diazepin-2-one), solid. Yield: 86.0%. As a reaction SMILES: C(OC(=O)[NH:7][C:8]1[CH:13]=[C:12]([Cl:14])[C:11]([C:15]([F:18])([F:17])[F:16])=[CH:10][C:9]=1[NH:19][C:20](=[O:39])[CH2:21][C:22]([C:24]1[CH:29]=[CH:28][CH:27]=[C:26]([C:30]2[CH:35]=[CH:34][N:33]=[C:32]([CH:36]([CH3:38])[CH3:37])[CH:31]=2)[CH:25]=1)=O)(C)(C)C.C(O)(C(F)(F)F)=O>C(Cl)Cl>[Cl:14][C:12]1[C:11]([C:15]([F:16])([F:18])[F:17])=[CH:10][C:9]2[NH:19][C:20](=[O:39])[CH2:21][C:22]([C:24]3[CH:29]=[CH:28][CH:27]=[C:26]([C:30]4[CH:35]=[CH:34][N:33]=[C:32]([CH:36]([CH3:38])[CH3:37])[CH:31]=4)[CH:25]=3)=[N:7][C:8]=2[CH:13]=1. Procedure details: The title compound was prepared from (5-chloro-2-{3-[3-(2-isopropyl-pyridin-4-yl)-phenyl]-3-oxo-propionylamino}-4-trifluoromethyl-phenyl)-carbamic acid tert-butyl ester (Example M252) (0.22 g, 0.38 mmol) by treatment with TFA in CH2Cl2 according to the general procedure N. Obtained as a light yellow solid (150 mg, 86%). The reactants are C=O, C=CCS, CCO, O=[N+]([O-])C=C1NCCN1Cc1ccc(Cl)nc1. Yields the product C=CCSCC(=C1NCCN1Cc1ccc(Cl)nc1)[N+](=O)[O-]. RXN SMILES: [CH2:18]=[O:19].[CH2:20]([CH:21]=[CH2:22])[SH:23].[CH3:24][CH2:25][OH:26].[Cl:1][c:2]1[cH:3][cH:4][c:5]([CH2:8][N:9]2[C:10](=[CH:14][N+:15](=[O:16])[O-:17])[NH:11][CH2:12][CH2:13]2)[cH:6][n:7]1>>[Cl:1][c:2]1[cH:3][cH:4][c:5]([CH2:8][N:9]2[C:10](=[C:14]([N+:15](=[O:16])[O-:17])[CH2:18][S:23][CH2:20][CH:21]=[CH2:22])[NH:11][CH2:12][CH2:13]2)[cH:6][n:7]1. The reactants are BrC1=C2C(=CC=3CCN(CCC31)C(=O)OC(C)(C)C)N=C(O2)C (1,1-dimethylethyl 10-bromo-2-methyl-6,7,8,9-tetrahydro-5H-[1,3]oxazolo[4,5-h][3]benzazepine-7-carboxylate). Solvent: C(Cl)Cl (DCM), C(Cl)Cl (DCM). Product: BrC1=C2C(=CC=3CCNCCC31)N=C(O2)C (10-bromo-2-methyl-6,7,8,9-tetrahydro-5H-[1,3]oxazolo[4,5-h][3]benzazepine). Isolated yield 99.3%. Reaction SMILES: [Br:1][C:2]1[C:12]2[CH2:11][CH2:10][N:9](C(OC(C)(C)C)=O)[CH2:8][CH2:7][C:6]=2[CH:5]=[C:4]2[N:20]=[C:21]([CH3:23])[O:22][C:3]=12>C(Cl)Cl>[Br:1][C:2]1[C:12]2[CH2:11][CH2:10][NH:9][CH2:8][CH2:7][C:6]=2[CH:5]=[C:4]2[N:20]=[C:21]([CH3:23])[O:22][C:3]=12. Procedure: To a stirred solution of 1,1-dimethylethyl 10-bromo-2-methyl-6,7,8,9-tetrahydro-5H-[1,3]oxazolo[4,5-h][3]benzazepine-7-carboxylate (71 mg) in DCM (2.1 ml) TFA (0.9 ml) was added dropwise. After 30 min. the mixture was diluted with DCM and washed with 5% K2CO3. The organic phase was dried (Na2SO4) and concentrated to afford the title compound (52 mg). RXN SMILES: [F:1][C:2]1[C:7]2[N:8]=[C:9]([CH2:11][CH2:12][C:13]([OH:15])=O)[S:10][C:6]=2[C:5]([F:16])=[CH:4][C:3]=1[F:17].CCN=C=NCCCN(C)C.Cl.[CH2:30]([O:32][C:33](=[O:43])[CH2:34][NH:35][CH2:36][C:37]1[CH:42]=[CH:41][CH:40]=[CH:39][CH:38]=1)[CH3:31]>C(Cl)Cl>[CH2:30]([O:32][C:33](=[O:43])[CH2:34][N:35]([CH2:36][C:37]1[CH:42]=[CH:41][CH:40]=[CH:39][CH:38]=1)[C:13](=[O:15])[CH2:12][CH2:11][C:9]1[S:10][C:6]2[C:5]([F:16])=[CH:4][C:3]([F:17])=[C:2]([F:1])[C:7]=2[N:8]=1)[CH3:31] |f:1.2|. The product is C(C)OC(CN(C(CCC=1SC2=C(N1)C(=C(C=C2F)F)F)=O)CC2=CC=CC=C2)=O (N-benzyl-N-[3-(4,5,7-trifluorobenzothiazol-2-yl)propionyl]-glycine ethyl ester). Starting materials: FC1=C(C=C(C2=C1N=C(S2)CCC(=O)O)F)F (3-(4,5,7-trifluorobenzothiazol-2-yl)propionic acid), CCN=C=NCCCN(C)C.Cl (WSC.HCl), C(C)OC(CNCC1=CC=CC=C1)=O (N-benzylglycine ethyl ester). Reaction conditions: time 15 hour. Run in C(Cl)Cl (methylene chloride). Isolated yield 77.9%. Procedure details: To methylene chloride (10 ml) was added 3-(4,5,7-trifluorobenzothiazol-2-yl)propionic acid (522 mg, 2 mmol) obtained in Example 3-i), WSC.HCl (422 mg, 2.2 mmol) and N-benzylglycine ethyl ester (386 mg, 2 mmol) and the mixture was stirred for 15 hours at room temperature. The reaction mixture was washed with 7% hydrochloric acid and water successively. The organic layer was dried and evaporated. The resulting residue was purified on a silica gel column to give N-benzyl-N-[3-(4,5,7-trifluorobenzot... Reactants: CCOC(=O)c1cccc(Oc2ccc(O)nc2)c1, CC(C)c1onc(-c2c(Cl)cccc2Cl)c1CO, c1ccc(P(c2ccccc2)c2ccccc2)cc1, c1ccccc1. The product is CCOC(=O)c1cccc(Oc2ccc(OCc3c(-c4c(Cl)cccc4Cl)noc3C(C)C)nc2)c1. Reaction SMILES: [CH2:1]([CH3:2])[O:3][C:4]([c:5]1[cH:6][c:7]([O:11][c:12]2[cH:13][n:14][c:15]([OH:18])[cH:16][cH:17]2)[cH:8][cH:9][cH:10]1)=[O:19].[Cl:20][c:21]1[c:22](-[c:28]2[n:29][o:30][c:31]([CH:35]([CH3:36])[CH3:37])[c:32]2[CH2:33][OH:34])[c:23]([Cl:27])[cH:24][cH:25][cH:26]1.[c:38]1([P:39]([c:40]2[cH:41][cH:42][cH:43][cH:44][cH:45]2)[c:46]2[cH:47][cH:48][cH:49][cH:50][cH:51]2)[cH:52][cH:53][cH:54][cH:55][cH:56]1.[cH:57]1[cH:58][cH:59][cH:60][cH:61][cH:62]1>>[CH2:1]([CH3:2])[O:3][C:4]([c:5]1[cH:6][c:7]([O:11][c:12]2[cH:13][n:14][c:15]([O:18][CH2:33][c:32]3[c:28](-[c:22]4[c:21]([Cl:20])[cH:26][cH:25][cH:24][c:23]4[Cl:27])[n:29][o:30][c:31]3[CH:35]([CH3:36])[CH3:37])[cH:16][cH:17]2)[cH:8][cH:9][cH:10]1)=[O:19]. Starting materials: N1C(=O)C(=O)C2=CC=CC=C12 (isatin), Cl.NCC(=O)C1=CC=C(C=C1)C1=C(C=C(C=C1)F)F (2-amino-1-(2',4'-difluoro[1,1'-biphenyl]-4-yl)ethanone hydrochloride), O (water). The product is NC=1C(=NC2=CC=CC=C2C1C(=O)O)C1=CC=C(C=C1)C1=C(C=C(C=C1)F)F (3-Amino-2-(2',4'-difluoro[1,1'-biphenyl]-4-yl)-4-quinolinecarboxylic acid). Reaction SMILES: [NH:1]1[C:11]2[C:6](=[CH:7][CH:8]=[CH:9][CH:10]=2)[C:4](=O)[C:2]1=[O:3].Cl.[NH2:13][CH2:14][C:15]([C:17]1[CH:22]=[CH:21][C:20]([C:23]2[CH:28]=[CH:27][C:26]([F:29])=[CH:25][C:24]=2[F:30])=[CH:19][CH:18]=1)=O.[OH2:31]>>[NH2:13][C:14]1[C:15]([C:17]2[CH:22]=[CH:21][C:20]([C:23]3[CH:28]=[CH:27][C:26]([F:29])=[CH:25][C:24]=3[F:30])=[CH:19][CH:18]=2)=[N:1][C:11]2[C:6]([C:4]=1[C:2]([OH:31])=[O:3])=[CH:7][CH:8]=[CH:9][CH:10]=2 |f:1.2|. Procedure details: A basic aqueous solution of 3.5 g of isatin in water was reacted with 9.3 g of 2-amino-1-(2',4'-difluoro[1,1'-biphenyl]-4-yl)ethanone hydrochloride by the procedure described in example 20, giving 2.8 g of the desired compound as a yellow solid, mp 244°-247° C. Starting materials: FC(COC=1C=C(C=CC1O)C=1OC=C(N1)CCC(=O)C1=NC=CC=C1C)F (3-{2-[3-(2,2-difluoroethoxy)-4-hydroxyphenyl]oxazol-4-yl}-1-(3-methylpyridin-2-yl)propan-1-one), BrC(C)C (2-bromopropane). Yields the product FC(COC=1C=C(C=CC1OC(C)C)C=1OC=C(N1)CCC(=O)C1=NC=CC=C1C)F (3-{2-[3-(2,2-difluoroethoxy)-4-isopropoxyphenyl]oxazol-4-yl}-1-(3-methylpyridin-2-yl)propan-1-one). RXN SMILES: [F:1][CH:2]([F:28])[CH2:3][O:4][C:5]1[CH:6]=[C:7]([C:12]2[O:13][CH:14]=[C:15]([CH2:17][CH2:18][C:19]([C:21]3[C:26]([CH3:27])=[CH:25][CH:24]=[CH:23][N:22]=3)=[O:20])[N:16]=2)[CH:8]=[CH:9][C:10]=1[OH:11].Br[CH:30]([CH3:32])[CH3:31]>>[F:28][CH:2]([F:1])[CH2:3][O:4][C:5]1[CH:6]=[C:7]([C:12]2[O:13][CH:14]=[C:15]([CH2:17][CH2:18][C:19]([C:21]3[C:26]([CH3:27])=[CH:25][CH:24]=[CH:23][N:22]=3)=[O:20])[N:16]=2)[CH:8]=[CH:9][C:10]=1[O:11][CH:30]([CH3:32])[CH3:31]. Reported procedure: Using the compound obtained in Example 317 and 2-bromopropane, white powdery 3-{2-[3-(2,2-difluoroethoxy)-4-isopropoxyphenyl]oxazol-4-yl}-1-(3-methylpyridin-2-yl)propan-1-one was obtained following the procedure of Example 3.